This data is from the Open Reaction Database (ORD), a public repository of structured organic reaction records. The task is: describe an organic reaction: reactants, conditions, products, and yield Starting materials: O=C([O-])[O-], COCCBr, CN(C)C=O, Cc1nc(N2CCC(c3ccc(F)cc3)CC2)c([N+](=O)[O-])c(=O)[nH]1, [K+], [K+]. Product: COCCOc1nc(C)nc(N2CCC(c3ccc(F)cc3)CC2)c1[N+](=O)[O-]. Reaction SMILES: [C:30](=[O:31])([O-:32])[O-:33].[CH3:25][O:26][CH2:27][CH2:28][Br:29].[CH3:36][N:37]([CH3:38])[CH:39]=[O:40].[F:1][c:2]1[cH:3][cH:4][c:5]([CH:8]2[CH2:9][CH2:10][N:11]([c:14]3[c:15]([N+:22](=[O:23])[O-:24])[c:16](=[O:21])[nH:17][c:18]([CH3:20])[n:19]3)[CH2:12][CH2:13]2)[cH:6][cH:7]1.[K+:34].[K+:35]>>[F:1][c:2]1[cH:3][cH:4][c:5]([CH:8]2[CH2:9][CH2:10][N:11]([c:14]3[c:15]([N+:22](=[O:23])[O-:24])[c:16]([O:21][CH2:28][CH2:27][O:26][CH3:25])[n:17][c:18]([CH3:20])[n:19]3)[CH2:12][CH2:13]2)[cH:6][cH:7]1. The product is Cc1ccc(Nc2c(C(=O)NOCCO)ccc(=O)n2C)c(F)c1. Reaction SMILES: [CH3:30][CH2:31][OH:32].[CH3:33][CH2:34][O:35][C:36]([CH3:37])=[O:38].[CH:1](=[CH2:2])[O:3][CH2:4][CH2:5][O:6][NH:7][C:8](=[O:9])[c:10]1[c:11]([NH:18][c:19]2[c:20]([F:26])[cH:21][c:22]([CH3:25])[cH:23][cH:24]2)[n:12]([CH3:17])[c:13](=[O:16])[cH:14][cH:15]1.[ClH:27].[Na+:29].[OH-:28].[OH2:39]>>[OH:3][CH2:4][CH2:5][O:6][NH:7][C:8](=[O:9])[c:10]1[c:11]([NH:18][c:19]2[c:20]([F:26])[cH:21][c:22]([CH3:25])[cH:23][cH:24]2)[n:12]([CH3:17])[c:13](=[O:16])[cH:14][cH:15]1. The reactants are CCO, CCOC(C)=O, C=COCCONC(=O)c1ccc(=O)n(C)c1Nc1ccc(C)cc1F, Cl, [Na+], [OH-], O. The reactants are BrBr, CC(=O)[O-], CC(=O)O, Cc1ccc(C(=O)C(=O)O)s1, [Na+], O. RXN SMILES: [Br:1][Br:2].[CH3:15][C:16](=[O:17])[O-:18].[CH3:20][C:21](=[O:22])[OH:23].[CH3:3][c:4]1[cH:5][cH:6][c:7]([C:9]([C:10](=[O:11])[OH:12])=[O:13])[s:8]1.[Na+:14].[OH2:19]>>[Br:1][c:5]1[c:4]([CH3:3])[s:8][c:7]([C:9]([C:10](=[O:11])[OH:12])=[O:13])[cH:6]1. Product: Cc1sc(C(=O)C(=O)O)cc1Br. The reactants are C(C)C1=C(C(=CC=C1)CC)N=C(C)C1=NC(=CC=C1)C(C)=O (2-[1-(2,6-diethylphenylimino)ethyl]-6-acetylpyridine), [C-]1(C=CC=C1)N.[CH-]1C=CC=C1.[Fe+2] (ferrocenylamine). The solvent is C1(=CC=CC=C1)C (toluene). Reaction conditions: time 40 hour. The product is C(C)C1=C(C(=CC=C1)CC)N=C(C)C1=NC(=CC=C1)C(C)=N[C-]1C=CC=C1.[CH-]1C=CC=C1.[Fe+2] (2-[1-(2,6-diethylphenylimino)ethyl]-6-[1-(ferrocenylimino)ethyl]pyridine). Reaction SMILES: [CH2:1]([C:3]1[CH:8]=[CH:7][CH:6]=[C:5]([CH2:9][CH3:10])[C:4]=1[N:11]=[C:12]([C:14]1[CH:19]=[CH:18][CH:17]=[C:16]([C:20](=O)[CH3:21])[N:15]=1)[CH3:13])[CH3:2].[C-:23]1([NH2:28])[CH:27]=[CH:26][CH:25]=[CH:24]1.[CH-:29]1[CH:33]=[CH:32][CH:31]=[CH:30]1.[Fe+2:34]>C1(C)C=CC=CC=1>[CH2:1]([C:3]1[CH:8]=[CH:7][CH:6]=[C:5]([CH2:9][CH3:10])[C:4]=1[N:11]=[C:12]([C:14]1[CH:19]=[CH:18][CH:17]=[C:16]([C:20](=[N:28][C-:23]2[CH:27]=[CH:26][CH:25]=[CH:24]2)[CH3:21])[N:15]=1)[CH3:13])[CH3:2].[CH-:29]1[CH:33]=[CH:32][CH:31]=[CH:30]1.[Fe+2:34] |f:1.2.3,5.6.7|. Reported procedure: In an inert atmosphere, monoimine 2-[1-(2,6-diethylphenylimino)ethyl]-6-acetylpyridine (8, 368 mg, 1.25 mmol) and ferrocenylamine (268 mg, 1.33 mmol) were dissolved in 50 ml of toluene. To this solution, molecular sieves (4 Å) were added. After standing for 40 hours the mixture was filtered. The solvent was removed in vacuo. The residue was recrystallised from ethanol. Yield 160 mg (27%) red crystals of mixed diimine 9. Reactants: CS(=O)(=O)Cl (methanesulfonyl chloride), [OH-].[Na+] (sodium hydroxide), C(C)N(CCNC1=CC=C(C=2SC3=CC=C(C=C3C(C12)=O)Br)CN)CC (1-[[2-(Diethylamino)ethyl]amino]-4-(aminomethyl)-7-bromothioxanthen-9-one), O (water). The solvent is N1=CC=CC=C1 (pyridine), ice water, N1=CC=CC=C1 (pyridine). The product is C(C)N(CCNC1=CC=C(C=2SC3=CC=C(C=C3C(C12)=O)Br)CNS(=O)(=O)C)CC (N-[[1-[[2-(diethylamino)ethyl]amino]-7-bromo -9-oxothioxanthen-4-yl]methyl]-methanesulfonamide). Yield: 86.5%. RXN SMILES: [CH2:1]([N:3]([CH2:25][CH3:26])[CH2:4][CH2:5][NH:6][C:7]1[C:20]2[C:19](=[O:21])[C:18]3[C:13](=[CH:14][CH:15]=[C:16]([Br:22])[CH:17]=3)[S:12][C:11]=2[C:10]([CH2:23][NH2:24])=[CH:9][CH:8]=1)[CH3:2].[CH3:27][S:28](Cl)(=[O:30])=[O:29].O.[OH-].[Na+]>N1C=CC=CC=1>[CH2:25]([N:3]([CH2:1][CH3:2])[CH2:4][CH2:5][NH:6][C:7]1[C:20]2[C:19](=[O:21])[C:18]3[C:13](=[CH:14][CH:15]=[C:16]([Br:22])[CH:17]=3)[S:12][C:11]=2[C:10]([CH2:23][NH:24][S:28]([CH3:27])(=[O:30])=[O:29])=[CH:9][CH:8]=1)[CH3:26] |f:3.4|. Procedure: 1-[[2-(Diethylamino)ethyl]amino]-4-(aminomethyl)-7-bromothioxanthen-9-one (1 g, 2.3 mmol) in 11.5 mL of dry pyridine under nitrogen was stirred in an ice bath for 15 min and 0.2 mL (2.6 mmol) of methanesulfonyl chloride in chilled pyridine was added dropwise and the mixture was stirred at room temperature. The reaction mixture was poured into 200 mL of water, added 0.19 g of sodium hydroxide in ice/water, and extracted into chloroform. The organic layer was washed with water (2x) and brine, and ... Reactants: CC(C)[C@]12CCC(=C)[C@H]1C2 ((+)-sabinene), [Li] (lithium), C(CN)N (ethylenediamine), CC(C)C12CCC(=C)C1C2 (sabinene). Yields the product CC1=CCC2(C1C2)C(C)C (α-thujene). Yield: 69.3%. As a reaction SMILES: [Li].C(N)CN.[CH3:6][CH:7]([C:9]12[CH2:15][CH:14]1[C:12](=[CH2:13])[CH2:11][CH2:10]2)[CH3:8].CC([C@@]12C[C@@H]1C(=C)CC2)C>>[CH3:13][C:12]1[CH:14]2[CH2:15][C:9]2([CH:7]([CH3:8])[CH3:6])[CH2:10][CH:11]=1 |^1:0|. Reported procedure: 0.48 g (69 millimoles) of lithium and 9 g (150 millimoles) of ethylenediamine were reacted in the atmosphere of air at a temperature of 128°-133° C. for 4 hours, and then mixed with 82 g of the above-prepared sabinene oil containing 35.7 g (262 millimoles) of (+)-sabinene. The mixture was allowed to react for 6 hours at 130° C. The reaction mixture was treated as described in Example 1 and thereafter, subjected to distillation at 60°-75° C. and 30 mmHg, affording 56.8 g of α-thujene oil containi... Reactants: ClC1=CC=C(C=N1)C=1N=C(NC1CCCCN)C (4-[4-(6-chloro(3-pyridyl))-2-methylimidazolyl]butylamine), ClC1=CC=C(C=N1)C=1N=C(NC1CCCCN1C(C2=CC=CC=C2C1=O)=O)C (2-{4-[4-(6-chloro(3-pyridyl))-2-methylimidazolyl]butyl}-isoindole-1,3-dione), NN (hydrazine). The solvent is C(C)O (ethanol). Reaction conditions: temperature 80 celsius. The product is ClC1=CC=C(C=N1)C=1N=C(NC1C)CCCCN (4-[4-(6-chloro(3-pyridyl))-5-methylimidazolyl]butylamine). The yield is 75.0%. Reaction SMILES: [Cl:1][C:2]1[N:7]=[CH:6][C:5]([C:8]2[N:9]=[C:10]([CH3:18])[NH:11][C:12]=2[CH2:13]CCCN)=[CH:4][CH:3]=1.ClC1[N:25]=[CH:24][C:23](C2N=C(C)NC=2CCCCN2C(=O)C3C(=CC=CC=3)C2=O)=[CH:22]C=1.NN>C(O)C>[Cl:1][C:2]1[N:7]=[CH:6][C:5]([C:8]2[N:9]=[C:10]([CH2:18][CH2:22][CH2:23][CH2:24][NH2:25])[NH:11][C:12]=2[CH3:13])=[CH:4][CH:3]=1. Procedure: 4-[4-(6-chloro(3-pyridyl))-2-methylimidazolyl]butylamine. To a solution of 2-{4-[4-(6-chloro(3-pyridyl))-2-methylimidazolyl]butyl}-isoindole-1,3-dione (1.0 g, 2.54 mmoles) in ethanol (25 ml) was added hydrazine (0.24 ml, 7.6 mmoles). After heating the reaction mixture in a 80° C. oil bath for 3 hours, the solution was cooled, filtered, and concentrated. The resulting oil was taken up in dichloromethane (100 ml) and was washed with 1M NaOH (15 ml). The aqueous layer was extracted further with dic... Starting materials: CCOCC, ClCCl, [Na+], [Na+], [Na+], O=C([O-])O, COC(=O)C1CCC(CO)CC1, O=S([O-])([O-])=S. Yields the product COC(=O)C1CCC(C=O)CC1. Reaction SMILES: [CH3:18][CH2:19][O:20][CH2:21][CH3:22].[Cl:30][CH2:31][Cl:32].[Na+:17].[Na+:28].[Na+:29].[O-:13][C:14]([OH:15])=[O:16].[OH:1][CH2:2][CH:3]1[CH2:4][CH2:5][CH:6]([C:9](=[O:10])[O:11][CH3:12])[CH2:7][CH2:8]1.[S:23]([O-:24])([O-:25])(=[O:26])=[S:27]>>[O:1]=[CH:2][CH:3]1[CH2:4][CH2:5][CH:6]([C:9](=[O:10])[O:11][CH3:12])[CH2:7][CH2:8]1.